Dataset: the Open Reaction Database (ORD), a public repository of structured organic reaction records. Task: describe an organic reaction: reactants, conditions, products, and yield The reactants are C(C)(C)(C)OC(=O)C1=C(C=CC=C1)C1=CC=C(C=C1)CN1C(=NC(=C1C(=O)OC)C(C(C)(C)C)O)CCCC (methyl 1-[(2'-t-butoxycarbonylbiphenyl-4-yl)methyl]-2-butyl-4-(1-hydroxy-2,2-dimethylpropyl)imidazole-5-carboxylate), O.[OH-].[Li+] (lithium hydroxide monohydrate). Yields the product C(C)(C)(C)OC(=O)C1=C(C=CC=C1)C1=CC=C(C=C1)CN1C(=NC(=C1C(=O)O)C(C(C)(C)C)O)CCCC (1-[(2'-t-Butoxycarbonylbiphenyl-4-yl)methyl]-2-butyl-4 -(1-hydroxy-2,2-dimethylpropyl)imidazole-5-carboxylic acid). The yield is 86.2%. As a reaction SMILES: [C:1]([O:5][C:6]([C:8]1[CH:13]=[CH:12][CH:11]=[CH:10][C:9]=1[C:14]1[CH:19]=[CH:18][C:17]([CH2:20][N:21]2[C:25]([C:26]([O:28]C)=[O:27])=[C:24]([CH:30]([OH:35])[C:31]([CH3:34])([CH3:33])[CH3:32])[N:23]=[C:22]2[CH2:36][CH2:37][CH2:38][CH3:39])=[CH:16][CH:15]=1)=[O:7])([CH3:4])([CH3:3])[CH3:2].O.[OH-].[Li+]>>[C:1]([O:5][C:6]([C:8]1[CH:13]=[CH:12][CH:11]=[CH:10][C:9]=1[C:14]1[CH:19]=[CH:18][C:17]([CH2:20][N:21]2[C:25]([C:26]([OH:28])=[O:27])=[C:24]([CH:30]([OH:35])[C:31]([CH3:34])([CH3:33])[CH3:32])[N:23]=[C:22]2[CH2:36][CH2:37][CH2:38][CH3:39])=[CH:16][CH:15]=1)=[O:7])([CH3:4])([CH3:3])[CH3:2] |f:1.2.3|. Procedure: Following a procedure similar to that described in Example 4, 0.87 g of methyl 1-[(2'-t-butoxycarbonylbiphenyl-4-yl)methyl]-2-butyl-4-(1-hydroxy-2,2-dimethylpropyl)imidazole-5-carboxylate [prepared as described in step (b) above] was hydrolyzed, using 342 mg of lithium hydroxide monohydrate, to afford 0.73 g of the title compound as crystals, melting at 199°-201° C. (with decomposition). Starting materials: C(C1=CC=CC=C1)N1C=CC2=C1N=C(N=C2NC2=C(C=C(C=C2C)C)C)NC2=CC=C(C#N)C=C2 (4-[7-benzyl-4-(2,4,6-trimethyl-phenylamino)-7H-pyrrolo[2,3-d]pyrimidin-2-ylamino]-benzonitrile), [Cl-].[Al+3].[Cl-].[Cl-] (aluminum chloride), ice water. Solvent: ClC1=C(C=CC=C1)Cl (1,2-dichlorobenzene). Reaction conditions: temperature 160 celsius, time 2 hour. The product is CC1=C(C(=CC(=C1)C)C)NC=1C2=C(N=C(N1)NC1=CC=C(C#N)C=C1)NC=C2 (4-[4-(2,4,6-trimethyl-phenylamino)-7H-pyrrolo[2,3-d]pyrimidin-2-ylamino]-benzonitrile). Isolated yield 18.3%. As a reaction SMILES: C([N:8]1[C:12]2[N:13]=[C:14]([NH:27][C:28]3[CH:35]=[CH:34][C:31]([C:32]#[N:33])=[CH:30][CH:29]=3)[N:15]=[C:16]([NH:17][C:18]3[C:23]([CH3:24])=[CH:22][C:21]([CH3:25])=[CH:20][C:19]=3[CH3:26])[C:11]=2[CH:10]=[CH:9]1)C1C=CC=CC=1.[Cl-].[Al+3].[Cl-].[Cl-]>ClC1C=CC=CC=1Cl>[CH3:26][C:19]1[CH:20]=[C:21]([CH3:25])[CH:22]=[C:23]([CH3:24])[C:18]=1[NH:17][C:16]1[C:11]2[CH:10]=[CH:9][NH:8][C:12]=2[N:13]=[C:14]([NH:27][C:28]2[CH:29]=[CH:30][C:31]([C:32]#[N:33])=[CH:34][CH:35]=2)[N:15]=1 |f:1.2.3.4|. Procedure details: To a solution of 4-[7-benzyl-4-(2,4,6-trimethyl-phenylamino)-7H-pyrrolo[2,3-d]pyrimidin-2-ylamino]-benzonitrile (34 mg, 0.074 mmol) in 1,2-dichlorobenzene (1 mL) was added aluminum chloride (50 mg, 0.37 mmol). The reaction mixture was stirred at 160° C. for 2 h and cooled to room temperature. The mixture was poured into ice water and extracted with CHCl3 (2×10 mL). The combined organic solution was washed with brine (10 mL), dried with Na2SO4, and concentrated to dryness. Silica gel chromatograp... Reactants: CO, Cl, CC(=O)NC1CCC(c2ccc([N+](=O)[O-])cc2)CC1. The product is Cl, NC1CCC(c2ccc([N+](=O)[O-])cc2)CC1. As a reaction SMILES: [CH3:21][OH:22].[ClH:20].[N+:1](=[O:2])([O-:3])[c:4]1[cH:5][cH:6][c:7]([CH:10]2[CH2:11][CH2:12][CH:13]([NH:16][C:17](=[O:18])[CH3:19])[CH2:14][CH2:15]2)[cH:8][cH:9]1>>[ClH:20].[N+:1](=[O:2])([O-:3])[c:4]1[cH:5][cH:6][c:7]([CH:10]2[CH2:11][CH2:12][CH:13]([NH2:16])[CH2:14][CH2:15]2)[cH:8][cH:9]1. Reactants: COc1ccc2c(c1)CCC(c1ccc(OC)cc1[N+](=O)[O-])=C2, CO, [Cl-], [Fe], [NH4+], O. Product: COc1ccc(C2=Cc3ccc(OC)cc3CC2)c(N)c1. RXN SMILES: [CH3:1][O:2][c:3]1[cH:4][cH:5][c:6]2[c:11]([cH:12]1)[CH2:10][CH2:9][C:8]([c:13]1[c:14]([N+:21]([O-:22])=[O:23])[cH:15][c:16]([O:19][CH3:20])[cH:17][cH:18]1)=[CH:7]2.[CH3:27][OH:28].[Cl-:24].[Fe:29].[NH4+:25].[OH2:26]>>[CH3:1][O:2][c:3]1[cH:4][cH:5][c:6]2[c:11]([cH:12]1)[CH2:10][CH2:9][C:8]([c:13]1[c:14]([NH2:21])[cH:15][c:16]([O:19][CH3:20])[cH:17][cH:18]1)=[CH:7]2. Reactants: ClCCl, COCOc1cnccc1C1=NOC(CO)C1CO. Yields the product OCC1ON=C(c2ccncc2O)C1CO. RXN SMILES: [Cl:20][CH2:21][Cl:22].[OH:1][CH2:2][CH:3]1[C:4]([c:10]2[c:11]([O:16][CH2:17][O:18][CH3:19])[cH:12][n:13][cH:14][cH:15]2)=[N:5][O:6][CH:7]1[CH2:8][OH:9]>>[OH:1][CH2:2][CH:3]1[C:4]([c:10]2[c:11]([OH:16])[cH:12][n:13][cH:14][cH:15]2)=[N:5][O:6][CH:7]1[CH2:8][OH:9]. Starting materials: CC(C)Nc1ccccc1N, NS(N)(=O)=O, c1ccncc1. The product is CC(C)N1c2ccccc2NS1(=O)=O. As a reaction SMILES: [CH:1]([CH3:2])([CH3:3])[NH:4][c:5]1[c:6]([NH2:11])[cH:7][cH:8][cH:9][cH:10]1.[NH2:12][S:13]([NH2:14])(=[O:15])=[O:16].[cH:17]1[cH:18][cH:19][n:20][cH:21][cH:22]1>>[CH:1]([CH3:2])([CH3:3])[N:4]1[c:5]2[c:6]([cH:7][cH:8][cH:9][cH:10]2)[NH:11][S:13]1(=[O:15])=[O:16]. Reactants: ClC1=C(C=CC=C1)C(CC(=O)C1=CN(C(C=C1)=O)C)C1=CC(=C(C(=O)N[C@@H]2CC[C@H](CC2)O)C=C1)F (trans-4-[1-(2-chloro-phenyl)-3-(1-methyl-6-oxo-1,6-dihydro-pyridin-3-yl)-3-oxo-propyl]-2-fluoro-N-(4-hydroxy-cyclohexyl)-benzamide), Cl.NO (hydroxylamine hydrochloride), C(=O)(O)[O-].[Na+] (NaHCO3). Product: ClC1=C(C=CC=C1)C(C\C(\C1=CN(C(C=C1)=O)C)=N/O)C1=CC(=C(C(=O)N[C@@H]2CC[C@H](CC2)O)C=C1)F (trans-4-[1-(2-Chloro-phenyl)-3-[(E)-hydroxyimino]-3-(1-methyl-6-oxo-1,6-dihydro-pyridin-3-yl)-propyl]-2-fluoro-N-(4-hydroxy-cyclohexyl)-benzamide). Reaction SMILES: [Cl:1][C:2]1[CH:7]=[CH:6][CH:5]=[CH:4][C:3]=1[CH:8]([C:20]1[CH:35]=[CH:34][C:23]([C:24]([NH:26][C@H:27]2[CH2:32][CH2:31][C@H:30]([OH:33])[CH2:29][CH2:28]2)=[O:25])=[C:22]([F:36])[CH:21]=1)[CH2:9][C:10]([C:12]1[CH:17]=[CH:16][C:15](=[O:18])[N:14]([CH3:19])[CH:13]=1)=O.Cl.[NH2:38][OH:39].C([O-])(O)=O.[Na+]>>[Cl:1][C:2]1[CH:7]=[CH:6][CH:5]=[CH:4][C:3]=1[CH:8]([C:20]1[CH:35]=[CH:34][C:23]([C:24]([NH:26][C@H:27]2[CH2:28][CH2:29][C@H:30]([OH:33])[CH2:31][CH2:32]2)=[O:25])=[C:22]([F:36])[CH:21]=1)[CH2:9]/[C:10](=[N:38]\[OH:39])/[C:12]1[CH:17]=[CH:16][C:15](=[O:18])[N:14]([CH3:19])[CH:13]=1 |f:1.2,3.4|. Reported procedure: In analogy to example 151, step 3, trans-4-[1-(2-chloro-phenyl)-3-(1-methyl-6-oxo-1,6-dihydro-pyridin-3-yl)-3-oxo-propyl]-2-fluoro-N-(4-hydroxy-cyclohexyl)-benzamide was reacted with hydroxylamine hydrochloride in the presence of NaHCO3 to give the title compound as a colorless foam. The ratio of E/Z isomers was 87:13, MS (ESI+): m/z=526.4 [M+H]+.